Dataset: the Open Reaction Database (ORD), a public repository of structured organic reaction records. Task: describe an organic reaction: reactants, conditions, products, and yield Reactants: CI, CN(C)C=O, CNC1c2c(O)c(C)cc(C)c2C2CCCCC21, ClC(Cl)Cl, [H-], [Na+], O. Product: CNC1c2c(OC)c(C)cc(C)c2C2CCCCC21, Cl. As a reaction SMILES: [CH3:21][I:22].[CH3:28][N:29]([CH3:30])[CH:31]=[O:32].[CH3:3][c:4]1[c:5]2[c:13]([c:14]([OH:18])[c:15]([CH3:17])[cH:16]1)[CH:12]([NH:19][CH3:20])[CH:11]1[CH:6]2[CH2:7][CH2:8][CH2:9][CH2:10]1.[CH:24]([Cl:25])([Cl:26])[Cl:27].[H-:1].[Na+:2].[OH2:23]>>[CH3:3][c:4]1[c:5]2[c:13]([c:14]([O:18][CH3:24])[c:15]([CH3:17])[cH:16]1)[CH:12]([NH:19][CH3:20])[CH:11]1[CH:6]2[CH2:7][CH2:8][CH2:9][CH2:10]1.[ClH:25]. Reactants: C(C)(=O)OCC(=O)NC=1C(=C(C(=C(C(=O)NCC(O)CC(CO)O)C1I)I)C(=O)NCC(O)CC(CO)O)I (5-Acetoxyacetamido-N,N'-bis[(2,3-dihydroxypropyl)-2-hydroxyethyl]-2,4,6-triiodoisophthalamide), C(C)(=O)[O-] (acetate). Run in O (water), S(O)(O)(=O)=O (sulfuric acid). Product: OC(CC(CNC(C1=C(C(C(=O)NCC(O)CC(CO)O)=C(C(=C1I)NC(CO)=O)I)I)=O)O)CO (N,N'-Bis[(2,3-dihydroxypropyl)-2-hydroxyethyl]-5-hydroxyacetamido-2,4,6-triiodoisophthalamide). Isolated yield 69.5%. RXN SMILES: C([O:4][CH2:5][C:6]([NH:8][C:9]1[C:10]([I:39])=[C:11]([C:28]([NH:30][CH2:31][CH:32]([CH2:34][CH:35]([OH:38])[CH2:36][OH:37])[OH:33])=[O:29])[C:12]([I:27])=[C:13]([C:25]=1[I:26])[C:14]([NH:16][CH2:17][CH:18]([CH2:20][CH:21]([OH:24])[CH2:22][OH:23])[OH:19])=[O:15])=[O:7])(=O)C.C([O-])(=O)C>O.S(=O)(=O)(O)O>[OH:24][CH:21]([CH2:22][OH:23])[CH2:20][CH:18]([OH:19])[CH2:17][NH:16][C:14](=[O:15])[C:13]1[C:25]([I:26])=[C:9]([NH:8][C:6](=[O:7])[CH2:5][OH:4])[C:10]([I:39])=[C:11]([C:28]([NH:30][CH2:31][CH:32]([CH2:34][CH:35]([OH:38])[CH2:36][OH:37])[OH:33])=[O:29])[C:12]=1[I:27]. Reported procedure: 5-Acetoxyacetamido-N,N'-bis[(2,3-dihydroxypropyl)-2-hydroxyethyl]-2,4,6-triiodoisophthalamide (77 g, 0.086 g-mole) is dissolved in 270 ml of hot water containing 8.2 g (0.08 g-mole) sulfuric acid. The solution is stirred and heated at 95°-100° C. to hydrolyze the acetate. At the end of the reaction, the solution is cooled to room temperature and deionized using an anionic exchange resin, IRA-93 (Rohm and Haas Co.) to remove sulfuric acid. The solution is then concentrated and the crude product i... Starting materials: CC[SiH](CC)CC, CC(=O)Nc1cc(Cl)c(C(=O)CCl)cc1C, O=C(O)C(F)(F)F. Product: CC(=O)Nc1cc(Cl)c(CCCl)cc1C. As a reaction SMILES: [CH2:17]([SiH:18]([CH2:19][CH3:20])[CH2:21][CH3:22])[CH3:23].[Cl:1][c:2]1[c:3]([C:13]([CH2:14][Cl:15])=[O:16])[cH:4][c:5]([CH3:12])[c:6]([NH:8][C:9]([CH3:10])=[O:11])[cH:7]1.[OH:24][C:25]([C:26]([F:27])([F:28])[F:29])=[O:30]>>[Cl:1][c:2]1[c:3]([CH2:13][CH2:14][Cl:15])[cH:4][c:5]([CH3:12])[c:6]([NH:8][C:9]([CH3:10])=[O:11])[cH:7]1. The reactants are CCCCCCCC[Sn](CCCCCCCC)(OC(C)=O)OC(C)=O, CC(C)CCO, [K+], [OH-]. Yields the product CCCCCCCC[Sn](=O)CCCCCCCC. Reaction SMILES: [CH2:1]([CH2:2][CH2:3][CH2:4][CH2:5][CH2:6][CH2:7][CH3:8])[Sn:9]([O:10][C:15](=[O:16])[CH3:17])([O:11][C:12](=[O:13])[CH3:14])[CH2:18][CH2:19][CH2:20][CH2:21][CH2:22][CH2:23][CH2:24][CH3:25].[CH3:28][CH:29]([CH3:30])[CH2:31][CH2:32][OH:33].[K+:27].[OH-:26]>>[CH2:1]([CH2:2][CH2:3][CH2:4][CH2:5][CH2:6][CH2:7][CH3:8])[Sn:9](=[O:10])[CH2:18][CH2:19][CH2:20][CH2:21][CH2:22][CH2:23][CH2:24][CH3:25]. Starting materials: C(=O)(O)CCCOC=1C=C2C=CC(NC2=CC1)=O (6-(3-carboxypropoxy)carbostyril), C1CCC2=NCCCN2CC1 (DBU), C1(CCCCC1)N1CCNCC1 (N-cyclohexylpiperazine), ClC(=O)OCC(C)C (isobutyl chloroformate). The solvent is C(Cl)(Cl)Cl (chloroform), CO (methanol), C(Cl)(Cl)Cl (chloroform). Reaction conditions: time 5 hour. The product is C1(CCCCC1)N1CCN(CC1)C(=O)CCCOC=1C=C2C=CC(NC2=CC1)=O (6-[3-(4-cyclohexyl-1-piperazylcarbonyl)propoxy]carbostyril). Isolated yield 49.8%. Reaction SMILES: [C:1]([CH2:4][CH2:5][CH2:6][O:7][C:8]1[CH:9]=[C:10]2[C:15](=[CH:16][CH:17]=1)[NH:14][C:13](=[O:18])[CH:12]=[CH:11]2)([OH:3])=O.C1CCN2C(=NCCC2)CC1.ClC(OCC(C)C)=O.[CH:38]1([N:44]2[CH2:49][CH2:48][NH:47][CH2:46][CH2:45]2)[CH2:43][CH2:42][CH2:41][CH2:40][CH2:39]1>CO.C(Cl)(Cl)Cl>[CH:38]1([N:44]2[CH2:49][CH2:48][N:47]([C:1]([CH2:4][CH2:5][CH2:6][O:7][C:8]3[CH:9]=[C:10]4[C:15](=[CH:16][CH:17]=3)[NH:14][C:13](=[O:18])[CH:12]=[CH:11]4)=[O:3])[CH2:46][CH2:45]2)[CH2:43][CH2:42][CH2:41][CH2:40][CH2:39]1. Procedure details: Into 200 ml of chloroform were added 5 g of 6-(3-carboxypropoxy)carbostyril and 3.2 g DBU. The outside of the reaction vessel containing the above mentioned mixture was ice-cooled and 2.8 g of isobutyl chloroformate was added dropwise to the mixture under stirring condition. After the addition operation, the reaction mixture was further stirred for 1 hour, then 3.7 g of N-cyclohexylpiperazine was added dropwise at a room temperature, and the reaction was continued for 5 hours. After the reaction...